This data is from the Open Reaction Database (ORD), a public repository of structured organic reaction records. The task is: describe an organic reaction: reactants, conditions, products, and yield Reactants: C(C)(C)(C)OC(=O)N1CCC(=CC1)C1=CC2=C(N=CN=C2Cl)N1 (4-(4-chloro-7H-pyrrolo[2,3-d]pyrimidin-6-yl)-3,6-dihydro-2H-pyridine-1-carboxylic acid tert-butyl ester), C1(=CC(=CC=C1)N)C1=CC=CC=C1 (biphenyl-3-ylamine). Yields the product C(C)(C)(C)OC(=O)N1CCC(=CC1)C1=CC2=C(N=CN=C2NC=2C=C(C=CC2)C2=CC=CC=C2)N1 (4-[4-(Biphenyl-3-ylamino)-7H-pyrrolo[2,3-d]pyrimidin-6-yl]-3,6-dihydro-2H-pyridine-1-carboxylic acid tert-butyl ester). As a reaction SMILES: [C:1]([O:5][C:6]([N:8]1[CH2:13][CH:12]=[C:11]([C:14]2[NH:23][C:17]3[N:18]=[CH:19][N:20]=[C:21](Cl)[C:16]=3[CH:15]=2)[CH2:10][CH2:9]1)=[O:7])([CH3:4])([CH3:3])[CH3:2].[C:24]1([C:31]2[CH:36]=[CH:35][CH:34]=[CH:33][CH:32]=2)[CH:29]=[CH:28][CH:27]=[C:26]([NH2:30])[CH:25]=1>C(O)CCC>[C:1]([O:5][C:6]([N:8]1[CH2:13][CH:12]=[C:11]([C:14]2[NH:23][C:17]3[N:18]=[CH:19][N:20]=[C:21]([NH:30][C:26]4[CH:25]=[C:24]([C:31]5[CH:32]=[CH:33][CH:34]=[CH:35][CH:36]=5)[CH:29]=[CH:28][CH:27]=4)[C:16]=3[CH:15]=2)[CH2:10][CH2:9]1)=[O:7])([CH3:4])([CH3:3])[CH3:2]. Solvent: C(CCC)O (nBuOH). Procedure: A mixture of 4-(4-chloro-7H-pyrrolo[2,3-d]pyrimidin-6-yl)-3,6-dihydro-2H-pyridine-1-carboxylic acid tert-butyl ester (60.0 mg, 0.179 mmol) and biphenyl-3-ylamine (30.5 mmol, 0.180 mmol) in nBuOH (3 mL) was heated to 80° C. (bath temp.) for 17 h. The solvent was evaporated, water/NaHCO3 solution was added, the mixture was extracted with CH2Cl2 (3×20 mL), and the combined extracts were washed with brine and dried over MgSO4. MgSO4 was filtered off, the filtrate was concentrated, and the residue wa... Conditions: temperature 80 celsius. Reactants: C(C)C=CCC1=CC=CC=C1 (p-ethylallylbenzene), ClC1=CC(=CC=C1)C(=O)OO (m-chloroperbenzoic acid). The solvent is C(Cl)(Cl)Cl (chloroform). Conditions: time 4 day. The product is C(C)C=CCC1=CC2C(C=C1)O2 (p-ethylallylbenzene oxide). Yield: 42.7%. Reaction SMILES: [CH2:1]([CH:3]=[CH:4][CH2:5][C:6]1[CH:11]=[CH:10][CH:9]=[CH:8][CH:7]=1)[CH3:2].ClC1C=CC=C(C(OO)=[O:20])C=1>C(Cl)(Cl)Cl>[CH2:1]([CH:3]=[CH:4][CH2:5][C:6]1[CH:11]=[CH:10][CH:9]2[O:20][CH:8]2[CH:7]=1)[CH3:2]. Reported procedure: 3.8 g of p-ethylallylbenzene was added to 5.9 g of m-chloroperbenzoic acid dissolved in 70 ml of chloroform and the mixture was allowed to stand at about 5° C for 4 days. The resulting mixture was washed with sodium hydroxide solution, Mohr's salt solution, then water and dried over anhydrous sodium sulfate. The solvent was evaporated and the concentration was distilled under reduced pressure to obtain 1.8 g (yield 43%) of p-ethylallylbenzene oxide having a boiling point of 144° to 143° C/38 mmH... Reactants: C1CCOC1, COC(Cn1ncc2cc(I)ccc21)OC, Cl, O. Yields the product COC(O)Cn1ncc2cc(I)ccc21. As a reaction SMILES: [CH2:18]1[O:19][CH2:20][CH2:21][CH2:22]1.[CH3:1][O:2][CH:3]([CH2:4][n:5]1[n:6][cH:7][c:8]2[cH:9][c:10]([I:14])[cH:11][cH:12][c:13]12)[O:15][CH3:16].[ClH:17].[OH2:23]>>[CH3:1][O:2][CH:3]([CH2:4][n:5]1[n:6][cH:7][c:8]2[cH:9][c:10]([I:14])[cH:11][cH:12][c:13]12)[OH:15]. Starting materials: COCC1=C(C=CC(=O)OCC)C=CC=C1 (Ethyl 2-methoxymethyl-cinnamate), COCN(C[Si](C)(C)C)CC1=CC=CC=C1 (N-methoxymethyl-N-trimethylsilylmethyl-benzylamine). Product: C1[C@H]2[C@H](CN1)COC1=C2C=CC=C1 ((±)-trans-1,2,3,3a,4,9b-hexahydro-[1]-benzopyrano[3,4-c]pyrrole). Reaction SMILES: COC[C:4]1[CH:16]=[CH:15][CH:14]=[CH:13][C:5]=1[CH:6]=[CH:7][C:8]([O:10]CC)=O.CO[CH2:19][N:20](CC1C=CC=CC=1)[CH2:21][Si](C)(C)C>>[CH2:19]1[NH:20][CH2:21][C@@H:7]2[CH2:8][O:10][C:13]3[CH:14]=[CH:15][CH:16]=[CH:4][C:5]=3[C@@H:6]12. Reported procedure: Ethyl 2-methoxymethyl-cinnamate and N-methoxymethyl-N-trimethylsilylmethyl-benzylamine were treated, in an analogous manner as described in Examples 3A-C. The reactants are [OH-].[Na+] (NaOH), Cl (HCl), C(C)OC(CC(=O)[C@@H]1C[C@@H](N(CC1)C(=O)OC)C1=CC(=C(C=C1)C(F)(F)F)C)=O (Cis-methyl 4-(3-ethoxy-3-oxopropanoyl)-2-(3-methyl-4-(trifluoromethyl)phenyl)piperidine-1-carboxylate), NO (Hydroxylamine). The solvent is O (water), O (water), C(C)OCC (diethyl ether), CO (MeOH). Run at temperature -40 celsius, time 20 minute. Product: CC=1C=C(C=CC1C(F)(F)F)[C@@H]1N(CC[C@@H](C1)C1=CC(NO1)=O)C(=O)OC (Cis-methyl 2-(3-methyl-4-(trifluoromethyl)phenyl)-4-(3-oxo-2,3-dihydroisoxazol-5-yl)piperidine-1-carboxylate). Yield: 28.6%. RXN SMILES: C([O:3][C:4](=O)[CH2:5][C:6]([C@H:8]1[CH2:13][CH2:12][N:11]([C:14]([O:16][CH3:17])=[O:15])[C@@H:10]([C:18]2[CH:23]=[CH:22][C:21]([C:24]([F:27])([F:26])[F:25])=[C:20]([CH3:28])[CH:19]=2)[CH2:9]1)=[O:7])C.[OH-].[Na+].[NH2:32]O.Cl>CO.O.C(OCC)C>[CH3:28][C:20]1[CH:19]=[C:18]([C@H:10]2[CH2:9][C@@H:8]([C:6]3[O:7][NH:32][C:4](=[O:3])[CH:5]=3)[CH2:13][CH2:12][N:11]2[C:14]([O:16][CH3:17])=[O:15])[CH:23]=[CH:22][C:21]=1[C:24]([F:27])([F:26])[F:25] |f:1.2|. Reported procedure: Cis-methyl 4-(3-ethoxy-3-oxopropanoyl)-2-(3-methyl-4-(trifluoromethyl)phenyl)piperidine-1-carboxylate (1.4 g, 3.37 mmol) was dissolved in MeOH (20 mL) and cooled to −40° C. NaOH (0.135 g, 3.37 mmol) dissolved in water (2 mL) was added during 10 min and the resulting colourless solution continued to stir at −40° C. for 20 min. Hydroxylamine (50% by weight in water, 0.223 g, 3.37 mmol) was added dropwise. The resulting solution was stirred at −40° C. for 30 min. The mixture was then transferred in... RXN SMILES: [CH3:1][C:2]([C:3](=[O:4])[N:5]1[CH2:6][O:7][C:8]([c:11]2[cH:12][cH:13][cH:14][cH:15][cH:16]2)([CH2:17][CH2:18][OH:19])[CH2:9][CH2:10]1)([CH3:20])[CH3:21].[CH3:22][S:23](=[O:24])[CH3:25].[CH:26]([N:27]([CH:28]([CH3:29])[CH3:30])[CH2:31][CH3:32])([CH3:33])[CH3:34].[Cl:35][CH2:36][Cl:37]>>[CH3:1][C:2]([C:3](=[O:4])[N:5]1[CH2:6][O:7][C:8]([c:11]2[cH:12][cH:13][cH:14][cH:15][cH:16]2)([CH2:17][CH:18]=[O:19])[CH2:9][CH2:10]1)([CH3:20])[CH3:21]. Reactants: CC(C)(C)C(=O)N1CCC(CCO)(c2ccccc2)OC1, CS(C)=O, CCN(C(C)C)C(C)C, ClCCl. Product: CC(C)(C)C(=O)N1CCC(CC=O)(c2ccccc2)OC1. The reactants are O=C(NC(Cc1ccccc1)C1CO1)OCc1ccccc1, CO, CC(C)(C)NC(=O)C1NCCc2c1[nH]c1ccccc21. Yields the product CC(C)(C)NC(=O)C1c2[nH]c3ccccc3c2CCN1CC(O)C(Cc1ccccc1)NC(=O)OCc1ccccc1. Reaction SMILES: [CH2:21]([c:22]1[cH:23][cH:24][cH:25][cH:26][cH:27]1)[O:28][C:29](=[O:30])[NH:31][CH:32]([CH:33]1[CH2:34][O:35]1)[CH2:36][c:37]1[cH:38][cH:39][cH:40][cH:41][cH:42]1.[CH3:43][OH:44].[CH:1]1([C:14](=[O:15])[NH:16][C:17]([CH3:18])([CH3:19])[CH3:20])[NH:2][CH2:3][CH2:4][c:5]2[c:6]1[nH:7][c:8]1[cH:9][cH:10][cH:11][cH:12][c:13]21>>[CH:1]1([C:14](=[O:15])[NH:16][C:17]([CH3:18])([CH3:19])[CH3:20])[N:2]([CH2:34][CH:33]([CH:32]([NH:31][C:29]([O:28][CH2:21][c:22]2[cH:23][cH:24][cH:25][cH:26][cH:27]2)=[O:30])[CH2:36][c:37]2[cH:38][cH:39][cH:40][cH:41][cH:42]2)[OH:35])[CH2:3][CH2:4][c:5]2[c:6]1[nH:7][c:8]1[cH:9][cH:10][cH:11][cH:12][c:13]21. Reaction SMILES: [CH2:1]([C:3]1[CH:4]=[C:5]([OH:25])[CH:6]=[C:7]([CH3:24])[C:8]=1[O:9][CH2:10][CH2:11][CH2:12][O:13][C:14]1[CH:19]=[CH:18][C:17]([C:20]([F:23])([F:22])[F:21])=[CH:16][N:15]=1)[CH3:2].C(=O)([O-])[O-].[K+].[K+].[Cl:32][C:33]([Cl:37])=[CH:34][CH2:35]Cl>CN(C)C=O>[CH2:1]([C:3]1[CH2:4][C:5]([CH3:6])([O:25][CH2:35][CH:34]=[C:33]([Cl:37])[Cl:32])[CH:24]=[CH:7][C:8]=1[O:9][CH2:10][CH2:11][CH2:12][O:13][C:14]1[CH:19]=[CH:18][C:17]([C:20]([F:23])([F:22])[F:21])=[CH:16][N:15]=1)[CH3:2] |f:1.2.3|. The solvent is CN(C=O)C (N,N-dimethylformamide), CN(C=O)C (N,N-dimethylformamide). Reactants: C(C)C=1C=C(C=C(C1OCCCOC1=NC=C(C=C1)C(F)(F)F)C)O (3-ethyl-5-methyl-4-[3-(5-trifluoromethyl-2-pyridyloxy)propyloxy]phenol), C([O-])([O-])=O.[K+].[K+] (potassium carbonate), ClC(=CCCl)Cl (1,1,3-trichloropropene), ice water. Procedure: In 10 ml of N,N-dimethylformamide were dissolved 0.7 g of 3-ethyl-5-methyl-4-[3-(5-trifluoromethyl-2-pyridyloxy)propyloxy]phenol and 0.27 g of potassium carbonate, to which a solution of 0.34 g of 1,1,3-trichloropropene dissolved in 5 ml of N,N-dimethylformamide was added dropwise, while stirring at room temperature. After stirring at room temperature for 12 hours, the reaction mixture was poured into ice-water, and extracted twice with 100 ml of diethyl ether. The combined diethyl ether was was... Isolated yield 65.3%. The product is C(C)C=1CC(C=CC1OCCCOC1=NC=C(C=C1)C(F)(F)F)(OCC=C(Cl)Cl)C (3-ethyl-1-methyl-4-[3-(5-trifluoromethyl-2-pyridyloxy)propyloxy]-1-(3,3-dichloro-2-propenyloxy)benzene). The reactants are FC(C=1C=C(C=CC1)C1(C2=CC=CC=C2C=2C=CC=CC12)O)(F)F (9-(3-trifluoromethylphenyl)-9H-fluoren-9-ol), COC([C@@H](NC(=O)OCC1C2=CC=CC=C2C=2C=CC=CC12)[C@H](O)C)=O (Nα -(9-fluorenylmethoxycarbonyl)-L-threonine methyl ester). The product is FC(C=1C=C(C=CC1)C1(C2=CC=CC=C2C=2C=CC=CC12)O[C@@H]([C@H](N)C(=O)O)C)(F)F (O-[9-(3-Trifluoromethylphenyl)-9H-fluoren-9-yl]-L-threonine). RXN SMILES: [F:1][C:2]([F:24])([F:23])[C:3]1[CH:4]=[C:5]([C:9]2([OH:22])[C:21]3[CH:20]=[CH:19][CH:18]=[CH:17][C:16]=3[C:15]3[C:10]2=[CH:11][CH:12]=[CH:13][CH:14]=3)[CH:6]=[CH:7][CH:8]=1.C[O:26][C:27](=[O:50])[C@H:28]([C@@H:47]([CH3:49])O)[NH:29]C(OCC1C2C=CC=CC=2C2C1=CC=CC=2)=O>>[F:1][C:2]([F:23])([F:24])[C:3]1[CH:4]=[C:5]([C:9]2([O:22][C@H:47]([CH3:49])[C@@H:28]([C:27]([OH:50])=[O:26])[NH2:29])[C:10]3[CH:11]=[CH:12][CH:13]=[CH:14][C:15]=3[C:16]3[C:21]2=[CH:20][CH:19]=[CH:18][CH:17]=3)[CH:6]=[CH:7][CH:8]=1. Procedure: from 9-(3-trifluoromethylphenyl)-9H-fluoren-9-ol (Example 3m) and Nα -(9-fluorenylmethoxycarbonyl)-L-threonine methyl ester;